From a dataset of the Open Reaction Database (ORD), a public repository of structured organic reaction records. describe an organic reaction: reactants, conditions, products, and yield Starting materials: C(C1=CC=CC=C1)(C1=CC=CC=C1)N[C@@H]1CC[C@@H](CC1)C1=CC=CC=C1 (Cis-N-benzhydryl-4-phenylcyclohexanamine), C1(=CC=CC=C1)C1CCC(CC1)=O (4-phenylcyclohexanone), C1(=CC=CC=C1)C(N)C1=CC=CC=C1 (diphenylmethanamine), C(C)(=O)O[BH-](OC(C)=O)OC(C)=O.[Na+] (sodium triacetoxyborohydride), ice water. Solvent: ClCCCl (DCE). Reaction conditions: time 1.5 hour. Yields the product Intermediate 1A, C(C1=CC=CC=C1)(C1=CC=CC=C1)N[C@@H]1CC[C@H](CC1)C1=CC=CC=C1 (trans-N-benzhydryl-4-phenylcyclohexanamine). Yield: 19.5%. As a reaction SMILES: [CH:1]([NH:14][C@H:15]1[CH2:20][CH2:19][C@@H:18]([C:21]2[CH:26]=[CH:25][CH:24]=[CH:23][CH:22]=2)[CH2:17][CH2:16]1)([C:8]1[CH:13]=[CH:12][CH:11]=[CH:10][CH:9]=1)[C:2]1[CH:7]=[CH:6][CH:5]=[CH:4][CH:3]=1.C1(C2CCC(=O)CC2)C=CC=CC=1.C1(C(C2C=CC=CC=2)N)C=CC=CC=1.C(O[BH-](OC(=O)C)OC(=O)C)(=O)C.[Na+]>ClCCCl>[CH:1]([NH:14][C@H:15]1[CH2:16][CH2:17][C@H:18]([C:21]2[CH:26]=[CH:25][CH:24]=[CH:23][CH:22]=2)[CH2:19][CH2:20]1)([C:8]1[CH:13]=[CH:12][CH:11]=[CH:10][CH:9]=1)[C:2]1[CH:3]=[CH:4][CH:5]=[CH:6][CH:7]=1 |f:3.4|. Procedure details: Cis-N-benzhydryl-4-phenylcyclohexanamine: To a solution of 4-phenylcyclohexanone (500 mg, 2.87 mmol) and diphenylmethanamine (526 mg, 2.87 mmol) in DCE (4 mL) at 0° C. was added sodium triacetoxyborohydride (912 mg, 4.30 mmol) by portions slowly. A white suspension resulted and was stirred for 5 min before the ice-water bath was removed. The reaction was stirred at rt for 1.5 h. The reaction was quenched with water carefully, then saturated NaHCO3 was added carefully and the aqueous portion was ... The reactants are ClC=1C=C(C=CC1)CCCCC1=C(C=CC=C1)O (2-[4-(3-chlorophenyl)butyl]phenol), CC(C)([O-])C.[K+] (potassium t-butoxide), C(Br)C1CO1 (epibromohydrin). Run in CC(=O)N(C)C (dimethylacetamide). The product is ClC=1C=C(C=CC1)CCCCC1=C(OCC2OC2)C=CC=C1 (2-{2-[4-(3-Chlorophenyl)butyl]phenoxymethyl}-oxirane). Yield: 86.5%. As a reaction SMILES: [Cl:1][C:2]1[CH:3]=[C:4]([CH2:8][CH2:9][CH2:10][CH2:11][C:12]2[CH:17]=[CH:16][CH:15]=[CH:14][C:13]=2[OH:18])[CH:5]=[CH:6][CH:7]=1.[CH3:19][C:20](C)([O-:22])[CH3:21].[K+].C(C1OC1)Br>CC(N(C)C)=O>[Cl:1][C:2]1[CH:3]=[C:4]([CH2:8][CH2:9][CH2:10][CH2:11][C:12]2[CH:17]=[CH:16][CH:15]=[CH:14][C:13]=2[O:18][CH2:19][CH:20]2[CH2:21][O:22]2)[CH:5]=[CH:6][CH:7]=1 |f:1.2|. Procedure details: Following a procedure similar to that described in Example 1(a), 800 mg of 2-[4-(3-chlorophenyl)butyl]phenol (prepared as described in Preparation 17), 344 mg of potassium t-butoxide and 835 mg of epibromohydrin were reacted in 20 ml of dimethylacetamide. The crude product, extracted as described in Example 1(a), was purified as described in Example 1(a), to give 840 mg (yield 86%) of the title compound as a colorless oil. Starting materials: ClCCl, O=C(OO)c1cccc(Cl)c1. The product is O=C(O)c1cccc(Cl)c1. Reaction SMILES: [CH2:12]([Cl:13])[Cl:14].[Cl:1][c:2]1[cH:3][c:4]([C:8](=[O:9])[O:10][OH:11])[cH:5][cH:6][cH:7]1>>[Cl:1][c:2]1[cH:3][c:4]([C:8](=[O:9])[OH:10])[cH:5][cH:6][cH:7]1. Starting materials: O=C1CC/C=C/CCCCCC/C=C/CC1C(=O)OCC (ethyl 15-oxocyclopentadeca-3E,11E-dienecarboxylate), C(C)O (ethanol), Cl (hydrochloric acid), C(C)OCC (diethyl ether). The solvent is O (water). Product: C1(CC\C=C\CCCCCC\C=C\CC1)=O (cyclopentadeca-4E,12E-dien-1-one). The yield is 17.0%. As a reaction SMILES: [O:1]=[C:2]1[CH:16](C(OCC)=O)[CH2:15][CH:14]=[CH:13][CH2:12][CH2:11][CH2:10][CH2:9][CH2:8][CH2:7][CH:6]=[CH:5][CH2:4][CH2:3]1.C(O)C.Cl.C(OCC)C>O>[C:2]1(=[O:1])[CH2:16][CH2:15][CH:14]=[CH:13][CH2:12][CH2:11][CH2:10][CH2:9][CH2:8][CH2:7][CH:6]=[CH:5][CH2:4][CH2:3]1. Procedure: The crude ethyl 15-oxocyclopentadeca-3E,11E-dienecarboxylate (prepared as described above) was treated with ethanol (10 ml) and 3N aqueous hydrochloric acid (20 ml) and heated to reflux for 20 hours. The solution was cooled and diethyl ether and water were added. The layers were separated and the organic fraction was dried with magnesium sulfate, filtered and evaporated to provide a brown oil which was purified by column chromatography (10% diethyl ether/hexane) to afford cyclopentadeca-4E,12E-d... Reactants: CC(=O)O, N#CO[K], CC1(C)Cc2nc(N)sc2C(C)(C)C1, O. Product: CC1(C)Cc2nc(NC(N)=O)sc2C(C)(C)C1. Reaction SMILES: [CH3:19][C:20](=[O:21])[OH:22].[K:15][O:16][C:17]#[N:18].[NH2:1][c:2]1[s:3][c:4]2[c:5]([n:6]1)[CH2:7][C:8]([CH3:13])([CH3:14])[CH2:9][C:10]2([CH3:11])[CH3:12].[OH2:23]>>[NH:1]([c:2]1[s:3][c:4]2[c:5]([n:6]1)[CH2:7][C:8]([CH3:13])([CH3:14])[CH2:9][C:10]2([CH3:11])[CH3:12])[C:17](=[O:16])[NH2:18]. Starting materials: C(C1=CC=CC=C1)OC=1C=C2C(=CN(C2=CC1C(C)C)C)C (5-Benzyloxy-6-isopropyl-1,3-dimethyl-1H-indole). Reagents/catalysts: [Pd] (Pd/C). Run in CO (methanol). Reaction conditions: time 1.5 hour. Yields the product C(C)(C)C1=C(C=C2C(=CN(C2=C1)C)C)O (6-isopropyl-1,3-dimethyl-1H-indol-5-ol). Yield: 79.5%. RXN SMILES: C([O:8][C:9]1[CH:10]=[C:11]2[C:15](=[CH:16][C:17]=1[CH:18]([CH3:20])[CH3:19])[N:14]([CH3:21])[CH:13]=[C:12]2[CH3:22])C1C=CC=CC=1>[Pd].CO>[CH:18]([C:17]1[CH:16]=[C:15]2[C:11]([C:12]([CH3:22])=[CH:13][N:14]2[CH3:21])=[CH:10][C:9]=1[OH:8])([CH3:20])[CH3:19]. Reported procedure: 5-Benzyloxy-6-isopropyl-1,3-dimethyl-1H-indole (0.270 g, 1.30 mmol) and Pd/C 10% (0.150 g) were added to 10 mL of methanol, and the mixture was hydrogenated in a Parr apparatus for 1.5 hours at 55 psi, at room temperature. The catalyst was removed by filtration and the solvent was removed in vacuo. The residue was purified with flash chromatography (5% ethyl acetate in hexanes) to yield 210 mg of 6-isopropyl-1,3-dimethyl-1H-indol-5-ol. Solvent: C(C)(=O)O (acetic acid), C(Cl)Cl (DCM). RXN SMILES: [Cl:1][C:2]1[CH:7]=[CH:6][C:5]([C:8]2[C:14]3[CH:15]=[C:16]([C:19]4[CH:24]=[CH:23][CH:22]=[C:21]([CH:25]=O)[CH:20]=4)[CH:17]=[CH:18][C:13]=3[N:12]3[C:27]([CH3:30])=[N:28][N:29]=[C:11]3[C@H:10]([CH2:31][C:32]([NH:34][CH2:35][CH3:36])=[O:33])[N:9]=2)=[CH:4][CH:3]=1.[NH:37]1[CH2:41][CH2:40][CH2:39][CH2:38]1.C(O[BH-](OC(=O)C)OC(=O)C)(=O)C.[Na+].C(=O)([O-])O.[Na+]>C(Cl)Cl.C(O)(=O)C>[Cl:1][C:2]1[CH:3]=[CH:4][C:5]([C:8]2[C:14]3[CH:15]=[C:16]([C:19]4[CH:24]=[CH:23][CH:22]=[C:21]([CH2:25][N:37]5[CH2:41][CH2:40][CH2:39][CH2:38]5)[CH:20]=4)[CH:17]=[CH:18][C:13]=3[N:12]3[C:27]([CH3:30])=[N:28][N:29]=[C:11]3[C@H:10]([CH2:31][C:32]([NH:34][CH2:35][CH3:36])=[O:33])[N:9]=2)=[CH:6][CH:7]=1 |f:2.3,4.5|. Starting materials: N1CCCC1 (Pyrrolidine), ClC1=CC=C(C=C1)C1=N[C@H](C=2N(C3=C1C=C(C=C3)C3=CC(=CC=C3)C=O)C(=NN2)C)CC(=O)NCC ((S)-2-(6-(4-Chlorophenyl)-8-(3-formylphenyl)-1-methyl-4H-benzo[f][1,2,4]triazolo[4,3-a][1,4]diazepin-4-yl)-N-ethylacetamide), C(C)(=O)O[BH-](OC(C)=O)OC(C)=O.[Na+] (Sodium triacetoxyborohydride), C(O)([O-])=O.[Na+] (sodium hydrogen carbonate), Intermediate 5. Procedure: (S)-2-(6-(4-Chlorophenyl)-8-(3-formylphenyl)-1-methyl-4H-benzo[f][1,2,4]triazolo[4,3-a][1,4]diazepin-4-yl)-N-ethylacetamide (for a preparation see Intermediate 5) (95 mg) was dissolved in DCM (5 ml). Pyrrolidine (24 μl) and acetic acid (8.62 μl) were added and the reaction mixture was stirred for 5 min. Sodium triacetoxyborohydride (202 mg) was added and the reaction mixture was stirred at room temperature, under nitrogen, overnight. Saturated sodium hydrogen carbonate solution (5 ml) was added ... Reaction conditions: time 5 minute. The product is ClC1=CC=C(C=C1)C1=N[C@H](C=2N(C3=C1C=C(C=C3)C3=CC(=CC=C3)CN3CCCC3)C(=NN2)C)CC(=O)NCC ((S)-2-(6-(4-chlorophenyl)-1-methyl-8-(3-(pyrrolidin-1-ylmethyl)phenyl)-4H-benzo[f][1,2,4]triazolo[4,3-a][1,4]diazepin-4-yl)-N-ethylacetamide).